From a dataset of the Open Reaction Database (ORD), a public repository of structured organic reaction records. describe an organic reaction: reactants, conditions, products, and yield Reactants: OCC(C)NC(=O)C=1C=C(C=CC1)C#CCCCC(=O)O (6-[3-(2-Hydroxy-1-methyl-ethylcarbamoyl)phenyl]-hex-5-ynoic acid), Cl.CN (methylamine hydrochloride). The product is CNC(=O)CCCC#CC=1C=C(C(=O)NC(CO)C)C=CC1 (3-(5-Methylcarbamoyl-pent-1-ynyl)-N-(2-hydroxy-1-methyl-ethyl)benzamide). Isolated yield 52.8%. As a reaction SMILES: [OH:1][CH2:2][CH:3]([NH:5][C:6]([C:8]1[CH:9]=[C:10]([C:14]#[C:15][CH2:16][CH2:17][CH2:18][C:19]([OH:21])=O)[CH:11]=[CH:12][CH:13]=1)=[O:7])[CH3:4].Cl.[CH3:23][NH2:24]>>[CH3:23][NH:24][C:19]([CH2:18][CH2:17][CH2:16][C:15]#[C:14][C:10]1[CH:9]=[C:8]([CH:13]=[CH:12][CH:11]=1)[C:6]([NH:5][CH:3]([CH3:4])[CH2:2][OH:1])=[O:7])=[O:21] |f:1.2|. Procedure: 6-[3-(2-Hydroxy-1-methyl-ethylcarbamoyl)phenyl]-hex-5-ynoic acid (4)(0.400 g, 1.37 mmol) was reacted using method C with methylamine hydrochloride (0.609 g) to give 3-(5-methylcarbamoyl-pent-1-ynyl)-N-(2-hydroxy-1-methyl-ethyl)benzamide (22) (0.221 g, 0.724 mmol; 53% yield). Reactants: Brc1csc(Br)c1Br, [Li]CCCC, CCOCC, CN(C)C=O. The product is O=Cc1scc(Br)c1Br. Reaction SMILES: [Br:1][c:2]1[s:3][cH:4][c:5]([Br:8])[c:6]1[Br:7].[CH2:9]([Li:10])[CH2:11][CH2:12][CH3:13].[CH3:19][CH2:20][O:21][CH2:22][CH3:23].[O:14]=[CH:15][N:16]([CH3:17])[CH3:18]>>[c:2]1([CH:15]=[O:14])[s:3][cH:4][c:5]([Br:8])[c:6]1[Br:7].